From a dataset of the Open Reaction Database (ORD), a public repository of structured organic reaction records. describe an organic reaction: reactants, conditions, products, and yield Reactants: C1=NC2=C(N1COC(CO)CO)N=C(N=C2O)N (ganciclovir), C1(=CC=C(C=C1)S(=O)(=O)[O-])C.[NH+]1=CC=CC=C1 (pyridinium p-toluene-sulfonate), C(C)(=O)OC(C)C (isopropyl acetate), O (water). Solvent: C(C)(OC)(OC)OC (trimethyl orthoacetate), CN(C=O)C (dimethylformamide). Conditions: time 8 hour. The product is CC(C)[C@@H](C(=O)O)NC(=O)OCC1=CC=CC=C1.CC(=O)OCC(CO)OCN1C=NC2=C1NC(=NC2=O)N (Z-valine ganciclovir monoacetate). Reaction SMILES: [CH:1]1[N:5]([CH2:6][O:7][CH:8]([CH2:11][OH:12])[CH2:9][OH:10])[C:4]2[N:13]=[C:14]([NH2:18])[N:15]=[C:16]([OH:17])[C:3]=2[N:2]=1.[C:19]1([CH3:29])[CH:24]=[CH:23][C:22](S([O-])(=O)=O)=[CH:21][CH:20]=1.[NH+]1C=C[CH:33]=[CH:32][CH:31]=1.[OH2:36].[C:37]([O:40]C(C)C)(=[O:39])[CH3:38]>C(OC)(OC)(OC)C.CN(C)C=O>[CH3:31][CH:32]([C@H:38]([NH:15][C:16]([O:17][CH2:29][C:19]1[CH:24]=[CH:23][CH:22]=[CH:21][CH:20]=1)=[O:36])[C:37]([OH:40])=[O:39])[CH3:33].[CH3:38][C:37]([O:10][CH2:9][CH:8]([O:7][CH2:6][N:5]1[C:4]2[NH:13][C:14]([NH2:18])=[N:15][C:16](=[O:17])[C:3]=2[N:2]=[CH:1]1)[CH2:11][OH:12])=[O:39] |f:1.2,7.8|. Reported procedure: To a slurry of 5 g of ganciclovir in 10 ml of trimethyl orthoacetate and 10 ml of dimethylformamide was added 0.2 g of pyridinium p-toluene-sulfonate (PPTS). The slurry was stirred at room temperature overnight. Then 5 ml of tap water was added to the thick white slurry and stirring was continued for 1.5 hours. 150 ml of isopropyl acetate was added to the reaction mixture. The mixture was then vacuum distilled at approximately 100-150 mm of Hg (torr) until the volume was about 20 ml. To the conc... Starting materials: C(C(C)C)(=O)NC=1OC=C(N1)C (2-iso Butyramido-4-methyloxazole), O (water), C([O-])([O-])=O.[K+].[K+] (potassium carbonate), ClC=1C=C(CBr)C=CC1 (3-chlorobenzyl bromide). The solvent is CN(C=O)C (dimethylformamide). Run at temperature 70 celsius. Yields the product ClC=1C=C(CN(C(C(C)C)=O)C=2OC=C(N2)C)C=CC1 (2-(N-[3-chlorobenzyl]isobutyramido)-4-methyloxazole). RXN SMILES: [C:1]([NH:6][C:7]1[O:8][CH:9]=[C:10]([CH3:12])[N:11]=1)(=[O:5])[CH:2]([CH3:4])[CH3:3].C(=O)([O-])[O-].[K+].[K+].[Cl:19][C:20]1[CH:21]=[C:22]([CH:25]=[CH:26][CH:27]=1)[CH2:23]Br.O>CN(C)C=O>[Cl:19][C:20]1[CH:21]=[C:22]([CH:25]=[CH:26][CH:27]=1)[CH2:23][N:6]([C:7]1[O:8][CH:9]=[C:10]([CH3:12])[N:11]=1)[C:1](=[O:5])[CH:2]([CH3:4])[CH3:3] |f:1.2.3|. Procedure: 2-iso Butyramido-4-methyloxazole (11.1 g., 0.066 mol) prepared in a manner similar to that described in Example 20, was dissolved in dry dimethylformamide. Solid potassium carbonate (10.47 g., 0.076 mol) and 3-chlorobenzyl bromide (15.6 g., 0.076 mol) were added and the stirred mixture was heated at 70° C. for 2 hours, cooled and poured into cold water. The solution was extracted with ether and the extract was dried over magnesium sulphate and evaporated. The residue was distilled to give the pr... The reactants are CCOC(=O)c1ccc(-c2cc(OC)cc(OC)c2)c2nccnc12, CCN1CCN(Cc2ccc(N)nc2)CC1, Cc1ccccc1, O. Product: CCN1CCN(Cc2ccc(NC(=O)c3ccc(-c4cc(OC)cc(OC)c4)c4nccnc34)nc2)CC1. Reaction SMILES: [CH2:1]([O:3][C:4](=[O:2])[c:6]1[c:7]2[n:8][cH:9][cH:10][n:11][c:12]2[c:13](-[c:16]2[cH:17][c:18]([O:24][CH3:25])[cH:19][c:20]([O:22][CH3:23])[cH:21]2)[cH:14][cH:15]1)[CH3:5].[CH2:26]([CH3:27])[N:28]1[CH2:29][CH2:30][N:31]([CH2:34][c:35]2[cH:36][cH:37][c:38]([NH2:41])[n:39][cH:40]2)[CH2:32][CH2:33]1.[CH3:43][c:44]1[cH:45][cH:46][cH:47][cH:48][cH:49]1.[OH2:42]>>[O:3]=[C:4]([c:6]1[c:7]2[n:8][cH:9][cH:10][n:11][c:12]2[c:13](-[c:16]2[cH:17][c:18]([O:24][CH3:25])[cH:19][c:20]([O:22][CH3:23])[cH:21]2)[cH:14][cH:15]1)[NH:41][c:38]1[cH:37][cH:36][c:35]([CH2:34][N:31]2[CH2:30][CH2:29][N:28]([CH2:26][CH3:27])[CH2:33][CH2:32]2)[cH:40][n:39]1. Starting materials: COC(C1=C(N=C(C(=C1)Cl)C)OC1=C(C=C(C=C1C)C)C)=O (chloro-6-methyl-2-(2,4,6-trimethyl-phenoxy)-nicotinic acid methyl ester), C(C)C(CC)N (1-ethyl-propyl-amine). Solvent: CS(=O)C (DMSO). Product: COC(C1=C(N=C(C=C1NC(CC)CC)C)OC1=C(C=C(C=C1C)C)C)=O (4-(1-Ethyl-propylamino)-6-methyl-2-(2,4,6-trimethyl-phenoxy)nicotinic acid methyl ester). As a reaction SMILES: [CH3:1][O:2][C:3](=[O:22])[C:4]1[CH:9]=[C:8](Cl)[C:7]([CH3:11])=[N:6][C:5]=1[O:12][C:13]1[C:18]([CH3:19])=[CH:17][C:16]([CH3:20])=[CH:15][C:14]=1[CH3:21].[CH2:23]([CH:25]([NH2:28])[CH2:26][CH3:27])[CH3:24]>CS(C)=O>[CH3:1][O:2][C:3](=[O:22])[C:4]1[C:9]([NH:28][CH:25]([CH2:26][CH3:27])[CH2:23][CH3:24])=[CH:8][C:7]([CH3:11])=[N:6][C:5]=1[O:12][C:13]1[C:18]([CH3:19])=[CH:17][C:16]([CH3:20])=[CH:15][C:14]=1[CH3:21]. Procedure details: A mixture of 4 chloro-6-methyl-2-(2,4,6-trimethyl-phenoxy)-nicotinic acid methyl ester (500 mg, 1.56 mmol) and 1-ethyl-propyl-amine (0.8 ml) in 1 ml of DMSO was heated at reflux for 15 hours. The mixture was quenched with sat. ammonium chloride and extracted with ethyl acetate. The organic layer was dried and concentrated to give 445.6 mg of yellow solid. The solid was purified through silica gel column chromatography using 1:1 ratio of chloroform:hexane as eluent to give (289 mg, 50%)of the tit... Reactants: C(C=C)Br (allyl bromide), CC1(COCOC1)C(C(CC1=CC=C(C=C1)Cl)N1N=CN=C1)O (1-(5-methyl-1,3-dioxan-5-yl)-2-(1,2,4-triazol-1-yl)-3-(4-chlorophenyl)-propan-1-ol), [H-].[Na+] (sodium hydride), O (water). Run in O1CCCC1 (tetrahydrofuran), O1CCCC1 (tetrahydrofuran), O1CCCC1 (tetrahydrofuran). Conditions: temperature 25 celsius, time 12 hour. Yields the product CC1(COCOC1)C(C(CC1=CC=C(C=C1)Cl)N1N=CN=C1)OCC=C (1-(5-methyl-1,3-dioxan-5-yl)-1-allyloxy-2-(1,2,4-triazol-1-yl)-3-(4-chlorophenyl)-propane). Yield: 85.4%. RXN SMILES: [CH3:1][C:2]1([CH:8]([OH:23])[CH:9]([N:18]2[CH:22]=[N:21][CH:20]=[N:19]2)[CH2:10][C:11]2[CH:16]=[CH:15][C:14]([Cl:17])=[CH:13][CH:12]=2)[CH2:7][O:6][CH2:5][O:4][CH2:3]1.[H-].[Na+].[CH2:26](Br)[CH:27]=[CH2:28].O>O1CCCC1>[CH3:1][C:2]1([CH:8]([O:23][CH2:28][CH:27]=[CH2:26])[CH:9]([N:18]2[CH:22]=[N:21][CH:20]=[N:19]2)[CH2:10][C:11]2[CH:12]=[CH:13][C:14]([Cl:17])=[CH:15][CH:16]=2)[CH2:3][O:4][CH2:5][O:6][CH2:7]1 |f:1.2|. Procedure details: A solution of 23.6 g (0.07 mole) of 1-(5-methyl-1,3-dioxan-5-yl)-2-(1,2,4-triazol-1-yl)-3-(4-chlorophenyl)-propan-1-ol in 100 ml of tetrahydrofuran is added dropwise to a suspension of 2.4 g of sodium hydride in 120 ml of dry tetrahydrofuran. After stirring the mixture for 12 hours at 25° C, a solution of 9.7 g (0.08 mole) of allyl bromide in 20 ml of tetrahydrofuran is added dropwise. The reaction mixture is stirred for 36 hours, 20 ml of water are then added cautiously, and the batch is evapor... Reactants: COc1ccccc1-c1cn(S(=O)(=O)c2ccc(C)cc2)c2ncc(-c3ccc(NC(=O)c4cn(C)cn4)c(C(=O)N(C)C)c3)cc12, CO, [K+], C1CCOC1, [OH-]. The product is COc1ccccc1-c1c[nH]c2ncc(-c3ccc(NC(=O)c4cn(C)cn4)c(C(=O)N(C)C)c3)cc12. Reaction SMILES: [CH3:1][N:2]([C:3](=[O:4])[c:5]1[c:6]([NH:38][C:39](=[O:40])[c:41]2[n:42][cH:43][n:44]([CH3:46])[cH:45]2)[cH:7][cH:8][c:9](-[c:11]2[cH:12][c:13]3[c:14]([n:15][cH:16]2)[n:17]([S:28]([c:29]2[cH:30][cH:31][c:32]([CH3:33])[cH:34][cH:35]2)(=[O:36])=[O:37])[cH:18][c:19]3-[c:20]2[c:21]([O:26][CH3:27])[cH:22][cH:23][cH:24][cH:25]2)[cH:10]1)[CH3:47].[CH3:55][OH:56].[K+:54].[O:48]1[CH2:49][CH2:50][CH2:51][CH2:52]1.[OH-:53]>>[CH3:1][N:2]([C:3](=[O:4])[c:5]1[c:6]([NH:38][C:39](=[O:40])[c:41]2[n:42][cH:43][n:44]([CH3:46])[cH:45]2)[cH:7][cH:8][c:9](-[c:11]2[cH:12][c:13]3[c:14]([n:15][cH:16]2)[nH:17][cH:18][c:19]3-[c:20]2[c:21]([O:26][CH3:27])[cH:22][cH:23][cH:24][cH:25]2)[cH:10]1)[CH3:47]. Starting materials: FC1=C(C(=O)NC2=CC(=CC=C2)C2=NN3C(C=CC=C3)=C2C2=NC(=NC=C2)NC2=CC(=C(C=C2)OC[C@H]2N(CCC2)C)F)C(=CC=C1)F (2,6-Difluoro-N-{3-[3-(2-{[3-fluoro-4-({[(2S)-1-methyl-2-pyrrolidinyl]methyl}oxy)phenyl]amino}-4-pyrimidinyl)pyrazolo[1,5-a]pyridin-2-yl]phenyl}benzamide), FC1=C(C=CC(=C1)[N+](=O)[O-])OCCCN(C)C ({3-[(2-fluoro-4-nitrophenyl)oxy]propyl}dimethylamine). Yields the product CN(CCCOC1=C(C=C(N)C=C1)F)C (4-{[3-(Dimethylamino)propyl]oxy}-3-fluoroaniline). Reaction SMILES: FC1C=CC=C(F)C=1C(NC1C=CC=C(C2C(C3C=CN=C(NC4C=CC(OC[C@@H]5CCCN5C)=C(F)C=4)N=3)=C3C=CC=CN3N=2)C=1)=O.[F:49][C:50]1[CH:55]=[C:54]([N+:56]([O-])=O)[CH:53]=[CH:52][C:51]=1[O:59][CH2:60][CH2:61][CH2:62][N:63]([CH3:65])[CH3:64]>>[CH3:65][N:63]([CH3:64])[CH2:62][CH2:61][CH2:60][O:59][C:51]1[CH:52]=[CH:53][C:54]([NH2:56])=[CH:55][C:50]=1[F:49]. Procedure: In an analogous procedure to Example 125, 343 mg of the title compound was prepared from {3-[(2-fluoro-4-nitrophenyl)oxy]propyl}dimethylamine to give the desired intermediate as brown oil: 1H NMR (CDCl3, 400 MHz) δ 1.89-1.96 (m, 2H), 2.24 (s, 6H), 2.44 (t, 2H, J=7.1 Hz), 3.49 (brs, 2H), 3.99 (t, 2H, J=6.5 Hz), 6.36 (d, 1H, J=8.6 Hz), 6.45 (dd, 1H, J=12.6 and 2.7 Hz), and 6.81 (dd, 1H, J=9.0 and 9.0 Hz). The reactants are C(C1=CC=CC=C1)NC(=O)C=1SC(=CC1C)C#N (N-benzyl-5-cyano-3-methylthiophene-2-carboxamide), C1(=CC=CC=C1)CC(=O)NN (phenylacetic hydrazide), C([O-])([O-])=O.[K+].[K+] (potassium carbonate). The solvent is C(CCC)O (1-butanol). Conditions: temperature 150 celsius, time 18 hour. Yields the product C(C1=CC=CC=C1)NC(=O)C=1SC(=CC1C)C1=NNC(=N1)CC1=CC=CC=C1 (N-benzyl-5-(5-benzyl-1H-1,2,4-triazol-3-yl)-3-methylthiophene-2-carboxamide). Isolated yield 43.6%. Reaction SMILES: [CH2:1]([NH:8][C:9]([C:11]1[S:12][C:13]([C:17]#[N:18])=[CH:14][C:15]=1[CH3:16])=[O:10])[C:2]1[CH:7]=[CH:6][CH:5]=[CH:4][CH:3]=1.[C:19]1([CH2:25][C:26]([NH:28][NH2:29])=O)[CH:24]=[CH:23][CH:22]=[CH:21][CH:20]=1.C(=O)([O-])[O-].[K+].[K+]>C(O)CCC>[CH2:1]([NH:8][C:9]([C:11]1[S:12][C:13]([C:17]2[N:18]=[C:26]([CH2:25][C:19]3[CH:24]=[CH:23][CH:22]=[CH:21][CH:20]=3)[NH:28][N:29]=2)=[CH:14][C:15]=1[CH3:16])=[O:10])[C:2]1[CH:7]=[CH:6][CH:5]=[CH:4][CH:3]=1 |f:2.3.4|. Reported procedure: A mixture of N-benzyl-5-cyano-3-methylthiophene-2-carboxamide (0.15 g, 0.59 mmol), phenylacetic hydrazide (0.09 g, 0.59 mmol) and potassium carbonate (0.12 g, 0.87 mmol) in 1-butanol (4 mL) was stirred in a sealed tube at 150° C. for 18 h. The reaction mixture was allowed to cool to ambient temperature and concentrated. The residue was purified by column chromatography (0-70% ethyl acetate in hexanes) to afford the title compound as a light yellow solid (0.10 g, 42%): mp 168-171° C.; 1H NMR (300...